describe an organic reaction: reactants, conditions, products, and yield From a dataset of the Open Reaction Database (ORD), a public repository of structured organic reaction records. Reactants: CNC(=S)N (N-methylthiourea), [Na] (Sodium), C(#N)C(C(=O)OCC)CC(OCC)OCC (ethyl 2-cyano-4,4-diethoxybutyrate). Run in C(C)O (ethanol), C(C)O (ethanol). Run at temperature 50 celsius, time 30 minute. Yields the product CN1C(=NC(C2=C1NC=C2)=O)S (1-Methyl-2-mercapto-7H-pyrrolo[2,3-d]pyrimidin-4-one). The yield is 75.0%. RXN SMILES: [Na].[CH3:2][NH:3][C:4]([NH2:6])=[S:5].[C:7]([CH:9]([CH2:15][CH:16](OCC)OCC)[C:10](OCC)=[O:11])#[N:8]>C(O)C>[CH3:2][N:3]1[C:7]2[NH:8][CH:16]=[CH:15][C:9]=2[C:10](=[O:11])[N:6]=[C:4]1[SH:5] |^1:0|. Reported procedure: Sodium metal (1.21 g) was dissolved in anhydrous ethanol (50 ml) followed by addition of N-methylthiourea (4.96 g), and the mixture was stirred for dissolution at 50° C. for 30 minutes. Then, a solution of ethyl 2-cyano-4,4-diethoxybutyrate (11.47 g) in ethanol (10 ml) was added and the mixture was refluxed at 100° C. for 5 hours. The solvent was then distilled off under reduced pressure and the residue was-dissolved by adding water (20 ml). Then, 10% hydrochloric acid (75 ml) was added and the ... Reactants: ClC=1C=CC2=C(C(=NCC(N2)=S)C2=NC=CC=C2)C1 (7-chloro-1,3-dihydro-5-(2-pyridyl)-1,4-benzodiazepin-2-thione), COC(C(C)N)OC (α-aminopropionaldehyde dimethyl acetal). Run in C(CCC)O (butanol), C(CCC)O (butanol). Product: COC(C(C)NC1=NC2=C(C(=NC1)C1=NC=CC=C1)C=C(C=C2)Cl)OC (2-[[7-chloro-5-(2-pyridyl)-3H-1,4-benzodiazepin-2-yl]amino]propionaldehyde dimethyl acetal). RXN SMILES: [Cl:1][C:2]1[CH:3]=[CH:4][C:5]2[NH:11][C:10](=S)[CH2:9][N:8]=[C:7]([C:13]3[CH:18]=[CH:17][CH:16]=[CH:15][N:14]=3)[C:6]=2[CH:19]=1.[CH3:20][O:21][CH:22]([O:26][CH3:27])[CH:23]([NH2:25])[CH3:24]>C(O)CCC>[CH3:20][O:21][CH:22]([O:26][CH3:27])[CH:23]([NH:25][C:10]1[CH2:9][N:8]=[C:7]([C:13]2[CH:18]=[CH:17][CH:16]=[CH:15][N:14]=2)[C:6]2[CH:19]=[C:2]([Cl:1])[CH:3]=[CH:4][C:5]=2[N:11]=1)[CH3:24]. Procedure: A solution of 7-chloro-1,3-dihydro-5-(2-pyridyl)-1,4-benzodiazepin-2-thione in butanol solution is refluxed with excess α-aminopropionaldehyde dimethyl acetal. After cooling excess butanol is removed by vacuum distillation and the residue is crystallized from ethyl acetate-hexane to give 2-[[7-chloro-5-(2-pyridyl)-3H-1,4-benzodiazepin-2-yl]amino]propionaldehyde dimethyl acetal.